This data is from the Open Reaction Database (ORD), a public repository of structured organic reaction records. The task is: describe an organic reaction: reactants, conditions, products, and yield The reactants are Cl.N(N)C1=NN=CC2=CC=CC=C12 (1-hydrazinophthalazine HCL), CC(CC)=O (2-butanone). Solvent: CO.O (methanol water). Product: C(C)O.CCCCCCC (ethanol heptane). Yield: 78.0%. Reaction SMILES: Cl.N([C:4]1[C:13]2[C:8](=[CH:9][CH:10]=[CH:11][CH:12]=2)C=NN=1)N.[CH3:14][C:15](=[O:18])CC>CO.O>[CH2:15]([OH:18])[CH3:14].[CH3:4][CH2:13][CH2:8][CH2:9][CH2:10][CH2:11][CH3:12] |f:0.1,3.4,5.6|. Reported procedure: A 10 parts 1-hydrazinophthalazine HCL (0.05 Molar) in 50% methanol-water are mixed with 1 part 2-butanone. After evaporation of solvents, 1-hydrazinophthalazine 2-butanone hydrazone is crystallized from ethanol-heptane (78% yield). [The Journal of Pharmacology and Experimental Therapeutics 205 (2): 418-425 (1978)]. Reactants: NC[C@H](C1=CC=CC=C1)NC(=O)C=1C=C2C=CC(=NC2=CC1)NC(=O)C=1C(=CC=CC1)C1=CC=C(C=C1)C(F)(F)F ((S)-2-[(4′-Trifluoromethyl-biphenyl-2-carbonyl)-amino]-quinoline-6-carboxylic acid (2-amino-1-phenyl-ethyl)-amide), C=1C=CC2=C(C1)N=NN2O (HOBT), C(CC)(=O)O (proprionic acid), C(CCl)Cl (EDC). Solvent: C(Cl)Cl (CH2Cl2), C(C)N(CC)CC (triethylamine). Conditions: time 16 hour. Product: C1(=CC=CC=C1)[C@@H](CNC(CC)=O)NC(=O)C=1C=C2C=CC(=NC2=CC1)NC(=O)C=1C(=CC=CC1)C1=CC=C(C=C1)C(F)(F)F ((S)-2-[(4′-Trifluoromethyl-biphenyl-2-carbonyl)-amino]-quinoline-6-carboxylic acid (1-phenyl-2-propionylamino-ethyl)-amide). As a reaction SMILES: [NH2:1][CH2:2][C@@H:3]([NH:10][C:11]([C:13]1[CH:14]=[C:15]2[C:20](=[CH:21][CH:22]=1)[N:19]=[C:18]([NH:23][C:24]([C:26]1[C:27]([C:32]3[CH:37]=[CH:36][C:35]([C:38]([F:41])([F:40])[F:39])=[CH:34][CH:33]=3)=[CH:28][CH:29]=[CH:30][CH:31]=1)=[O:25])[CH:17]=[CH:16]2)=[O:12])[C:4]1[CH:9]=[CH:8][CH:7]=[CH:6][CH:5]=1.[C:42](O)(=[O:45])[CH2:43][CH3:44].C(Cl)CCl.C1C=CC2N(O)N=NC=2C=1>C(Cl)Cl.C(N(CC)CC)C>[C:4]1([C@H:3]([NH:10][C:11]([C:13]2[CH:14]=[C:15]3[C:20](=[CH:21][CH:22]=2)[N:19]=[C:18]([NH:23][C:24]([C:26]2[C:27]([C:32]4[CH:33]=[CH:34][C:35]([C:38]([F:41])([F:39])[F:40])=[CH:36][CH:37]=4)=[CH:28][CH:29]=[CH:30][CH:31]=2)=[O:25])[CH:17]=[CH:16]3)=[O:12])[CH2:2][NH:1][C:42](=[O:45])[CH2:43][CH3:44])[CH:9]=[CH:8][CH:7]=[CH:6][CH:5]=1. Reported procedure: (S)-2-[(4′-Trifluoromethyl-biphenyl-2-carbonyl)-amino]-quinoline-6-carboxylic acid (2-amino-1-phenyl-ethyl)-amide (N, 30 mg, 0.05 mM), proprionic acid (0.075 mM), EDC (14 mg, 0.075 mM), HOBT (11 mg, 0.075 mM), and triethylamine (0.03 mL, 0.21 mM) were taken up in CH2Cl2 (1 mL) and stirred at room temperature for 16 h. The mixture was concentrated and the residue was purified by flash chromatography (silica gel) eluting with EtOAc/hexanes. HPLC retention time, 2.87 min; ESMS (m+1), 611; calc. Mw,...